From a dataset of the Open Reaction Database (ORD), a public repository of structured organic reaction records. describe an organic reaction: reactants, conditions, products, and yield Reactants: [Al+3], C1CCOC1, [H-], [H-], [H-], [H-], [Li+], Cc1cc(CO)cc(C)c1CCC(=O)O. Yields the product Cc1cc(CO)cc(C)c1CCCO. As a reaction SMILES: [Al+3:2].[CH2:22]1[O:23][CH2:24][CH2:25][CH2:26]1.[H-:1].[H-:4].[H-:5].[H-:6].[Li+:3].[OH:7][CH2:8][c:9]1[cH:10][c:11]([CH3:21])[c:12]([CH2:16][CH2:17][C:18](=[O:19])[OH:20])[c:13]([CH3:15])[cH:14]1>>[OH:7][CH2:8][c:9]1[cH:10][c:11]([CH3:21])[c:12]([CH2:16][CH2:17][CH2:18][OH:19])[c:13]([CH3:15])[cH:14]1. Starting materials: COC(=O)c1ccc(C)c(Br)c1, CN1CCCC1=O, CC1(C)OB(c2ccc(NC(=O)c3c(F)cccc3F)cc2)OC1(C)C, [K+], [K+], O=C([O-])[O-]. Product: COC(=O)c1ccc(C)c(-c2ccc(NC(=O)c3c(F)cccc3F)cc2)c1. As a reaction SMILES: [CH3:27][O:28][C:29]([c:30]1[cH:31][c:32]([Br:37])[c:33]([CH3:36])[cH:34][cH:35]1)=[O:38].[CH3:45][N:46]1[CH2:47][CH2:48][CH2:49][C:50]1=[O:51].[F:1][c:2]1[c:3]([C:4](=[O:5])[NH:6][c:7]2[cH:8][cH:9][c:10]([B:13]3[O:14][C:15]([CH3:16])([CH3:17])[C:18]([CH3:19])([CH3:20])[O:21]3)[cH:11][cH:12]2)[c:22]([F:26])[cH:23][cH:24][cH:25]1.[K+:39].[K+:40].[O-:41][C:42]([O-:43])=[O:44]>>[F:1][c:2]1[c:3]([C:4](=[O:5])[NH:6][c:7]2[cH:8][cH:9][c:10](-[c:32]3[cH:31][c:30]([C:29]([O:28][CH3:27])=[O:38])[cH:35][cH:34][c:33]3[CH3:36])[cH:11][cH:12]2)[c:22]([F:26])[cH:23][cH:24][cH:25]1.